describe an organic reaction: reactants, conditions, products, and yield From a dataset of the Open Reaction Database (ORD), a public repository of structured organic reaction records. Starting materials: ClC=1N=C(C2=C(N1)N(C=C2)S(=O)(=O)C2=CC=C(C)C=C2)Cl (2,4-dichloro-7-tosyl-pyrrolo[2,3-d]pyrimidine), NC1=CC=C2C=NNC2=C1 (6-aminoindazole), CCN(C(C)C)C(C)C (DIPEA). Run in C(CCC)O (n-butyl alcohol), C(C)(=O)OCC (ethyl acetate). Reaction conditions: temperature 80 celsius. Product: N1C=NC2=C1C=C(C=C2)NC=2C1=C(N=C(N2)Cl)N(C=C1)S(=O)(=O)C1=CC=C(C)C=C1 (N-(1H-benzo[d]imidazol-6-yl)-2-chloro-7-tosyl-7H-pyrrolo[2,3-d]pyrimidin-4-amine). The yield is 85.4%. RXN SMILES: [Cl:1][C:2]1[N:3]=[C:4](Cl)[C:5]2[CH:10]=[CH:9][N:8]([S:11]([C:14]3[CH:20]=[CH:19][C:17]([CH3:18])=[CH:16][CH:15]=3)(=[O:13])=[O:12])[C:6]=2[N:7]=1.[NH2:22][C:23]1[CH:31]=[C:30]2[C:26](C=N[NH:29]2)=[CH:25][CH:24]=1.C[CH2:33][N:34](C(C)C)C(C)C>C(O)CCC.C(OCC)(=O)C>[NH:29]1[C:30]2[CH:31]=[C:23]([NH:22][C:4]3[C:5]4[CH:10]=[CH:9][N:8]([S:11]([C:14]5[CH:20]=[CH:19][C:17]([CH3:18])=[CH:16][CH:15]=5)(=[O:13])=[O:12])[C:6]=4[N:7]=[C:2]([Cl:1])[N:3]=3)[CH:24]=[CH:25][C:26]=2[N:34]=[CH:33]1. Procedure details: To a solution of 2,4-dichloro-7-tosyl-pyrrolo[2,3-d]pyrimidine (0.1 g, 0.28 mmol) in n-butyl alcohol (1 mL) was added 6-aminoindazole (0.043 g, 0.32 mmol) and DIPEA (0.057 mL, 0.32 mmol) at room temperature. After heating at 80° C. for 15 h, the mixture was diluted with ethyl acetate, and the organic layer was sequentially washed with 1N HCl, Sat NaHCO3, and brine. The organic extract was dried over Na2SO4 and concentrated to give crude N-(1H-benzo[d]imidazol-6-yl)-2-chloro-7-tosyl-7H-pyrrolo[2,... Reactants: CCCCO, CCOC(=O)N1CCN(c2cc(C)c(Cl)nn2)CC1, [K+], [OH-]. The product is Cc1cc(N2CCNCC2)nnc1Cl. RXN SMILES: [CH2:22]([OH:23])[CH2:24][CH2:25][CH3:26].[Cl:1][c:2]1[c:3]([CH3:19])[cH:4][c:5]([N:8]2[CH2:9][CH2:10][N:11]([C:14]([O:15][CH2:16][CH3:17])=[O:18])[CH2:12][CH2:13]2)[n:6][n:7]1.[K+:21].[OH-:20]>>[Cl:1][c:2]1[c:3]([CH3:19])[cH:4][c:5]([N:8]2[CH2:9][CH2:10][NH:11][CH2:12][CH2:13]2)[n:6][n:7]1.